This data is from the Open Reaction Database (ORD), a public repository of structured organic reaction records. The task is: describe an organic reaction: reactants, conditions, products, and yield Procedure details: To a solution of methyl 3-[(trans-4-hydroxycyclohexyl)amino]benzoate (0.25 g, 1.00 mmol) in a mixture of methanol (20 mL), terahydrofuran (10 mL) and water (10 mL) was added a 4M aqueous solution of potassium hydroxide (0.5 mL, 2.00 mmol), and the reaction mixture was heated to reflux for five minutes. The organic portion of the solvent was evaporated, and the pH of the aqueous solution was adjusted to 2 by the addition of 2M aqueous hydrochloric acid. The aqueous mixture was partitioned with et... Yields the product O[C@@H]1CC[C@H](CC1)NC=1C=C(C(=O)O)C=CC1 (3-[(trans-4-hydroxycyclohexyl)amino]benzoic acid). Starting materials: O[C@@H]1CC[C@H](CC1)NC=1C=C(C(=O)OC)C=CC1 (methyl 3-[(trans-4-hydroxycyclohexyl)amino]benzoate), O1CCCC1 (terahydrofuran), O (water), aqueous solution, [OH-].[K+] (potassium hydroxide). RXN SMILES: [OH:1][C@H:2]1[CH2:7][CH2:6][C@H:5]([NH:8][C:9]2[CH:10]=[C:11]([CH:16]=[CH:17][CH:18]=2)[C:12]([O:14]C)=[O:13])[CH2:4][CH2:3]1.O1CCCC1.O.[OH-].[K+]>CO>[OH:1][C@H:2]1[CH2:7][CH2:6][C@H:5]([NH:8][C:9]2[CH:10]=[C:11]([CH:16]=[CH:17][CH:18]=2)[C:12]([OH:14])=[O:13])[CH2:4][CH2:3]1 |f:3.4|. Isolated yield 17.0%. The solvent is CO (methanol). Reactants: ClCC(=O)N1C=2N(C(=CC1)C1=CC(=CC=C1)C(F)(F)F)N=CC2C(=O)OCC (4-(chloroacetyl)4,5-dihydro-7-[3-(trifluoromethyl)phenyl]pyrazolo[1,5-a]pyrimidine-3-carboxylic acid, ethyl ester), CN(C1=CC=CC2=CC=CC(=C12)N(C)C)C (1,8-bis(dimethylamino)naphthalene), CN(C1=CC=CC2=CC=CC(=C12)N(C)C)C (N,N,N',N'-tetramethyl-1,8-naphthalenediamine), C(C1=CC=CC=C1)N1CCNCC1 (N-benzylpiperazine). Run in CCOCC (ether). Conditions: time 8 hour. Yields the product Cl.Cl.C1(=CC=CC=C1)CN1CCN(CC1)CC(=O)N1C=2N(C(=CC1)C1=CC(=CC=C1)C(F)(F)F)N=CC2C(=O)OCC (4,5-Dihydro-4-[[4-(phenylmethyl)-1-piperazinyl]acetyl]-7-[3-(trifluoromethyl)phenyl]pyrazolo[1.5-a]pyrimidine-3-carboxylic acid, ethyl ester. dihydrochloride). The yield is 54.1%. Reaction SMILES: [Cl:1][CH2:2][C:3]([N:5]1[CH2:10][CH:9]=[C:8]([C:11]2[CH:16]=[CH:15][CH:14]=[C:13]([C:17]([F:20])([F:19])[F:18])[CH:12]=2)[N:7]2[N:21]=[CH:22][C:23]([C:24]([O:26][CH2:27][CH3:28])=[O:25])=[C:6]12)=[O:4].CN(C)C1C2C(=CC=CC=2N(C)C)C=CC=1.[CH2:45]([N:52]1[CH2:57][CH2:56][NH:55][CH2:54][CH2:53]1)[C:46]1[CH:51]=[CH:50][CH:49]=[CH:48][CH:47]=1>CCOCC>[ClH:1].[ClH:1].[C:46]1([CH2:45][N:52]2[CH2:53][CH2:54][N:55]([CH2:2][C:3]([N:5]3[CH2:10][CH:9]=[C:8]([C:11]4[CH:16]=[CH:15][CH:14]=[C:13]([C:17]([F:20])([F:19])[F:18])[CH:12]=4)[N:7]4[N:21]=[CH:22][C:23]([C:24]([O:26][CH2:27][CH3:28])=[O:25])=[C:6]34)=[O:4])[CH2:56][CH2:57]2)[CH:47]=[CH:48][CH:49]=[CH:50][CH:51]=1 |f:4.5.6|. Procedure details: A mixture of 2.065 g of 4-(chloroacetyl)4,5-dihydro-7-[3-(trifluoromethyl)phenyl]pyrazolo[1,5-a]pyrimidine-3-carboxylic acid, ethyl ester, 535 mg of [1,8-bis(dimethylamino)naphthalene, N,N,N',N'-tetramethyl-1,8-naphthalenediamine],2.88 g of N-benzylpiperazine and 100 ml of dry ether was stirred at room temperature overnight and then filtered. The filtrate was evaporated, the residue dissolved in 300 ml of ether and 1 ml of concentrated hydrochloric acid in 50 ml of water was added. The solid was... Starting materials: NCCCCN1CCC(=CC1)C1=CC=CC=C1 (N-(4-Aminobutyl)-4-phenyl-1,2,3,6-tetrahydropyridine), [H-].[Al+3].[Li+].[H-].[H-].[H-] (lithium aluminium hydride), O (water). The solvent is C1CCOC1 (THF), C1CCOC1 (THF). Reaction conditions: time 8 hour. The product is C1(=CC=CC=C1)C=1CCN(CC1)CCCC#N (4-(4-Phenyl-1,2,3,6-tetrahydropyridinyl)-butyronitrile). As a reaction SMILES: [NH2:1][CH2:2][CH2:3][CH2:4][CH2:5][N:6]1[CH2:11][CH:10]=[C:9]([C:12]2[CH:17]=[CH:16][CH:15]=[CH:14][CH:13]=2)[CH2:8][CH2:7]1.[H-].[Al+3].[Li+].[H-].[H-].[H-].O>C1COCC1>[C:12]1([C:9]2[CH2:10][CH2:11][N:6]([CH2:5][CH2:4][CH2:3][C:2]#[N:1])[CH2:7][CH:8]=2)[CH:13]=[CH:14][CH:15]=[CH:16][CH:17]=1 |f:1.2.3.4.5.6|. Procedure: N-(4-Aminobutyl)-4-phenyl-1,2,3,6-tetrahydropyridine (C) 1.8 g of lithium aluminium hydride are suspended in small portions (exothermic dissolution) in 50 ml of anhydrous THF (freshly distilled over sodium). 4.5 g of 4-(4-phenyl-1,2,3,6-tetrahydropyridinyl)butyronitrile, in solution in THF, are added dropwise at 0° C. and then reaction is allowed to take place at 0° C. for 3 hours with good stirring. The mixture is hydrolysed with a mixture of 5 ml of water in solution in 50 ml of THF and the co... RXN SMILES: [Cl:1][C:2]1[CH:11]=[C:10]2[C:5]([CH:6]=[CH:7][C:8]([CH:12]=[CH:13][C:14]3[CH:15]=[C:16]([C@H:20]([S:33][CH2:34][C:35]([CH3:41])([CH3:40])[CH2:36][C:37]([OH:39])=[O:38])[CH2:21][CH2:22][C:23]4[CH:28]=[CH:27][CH:26]=[CH:25][C:24]=4[C:29]([OH:32])([CH3:31])[CH3:30])[CH:17]=[CH:18][CH:19]=3)=[N:9]2)=[CH:4][CH:3]=1.[OH-].[Na+:43]>C(O)C>[Cl:1][C:2]1[CH:11]=[C:10]2[C:5]([CH:6]=[CH:7][C:8]([CH:12]=[CH:13][C:14]3[CH:15]=[C:16]([C@H:20]([S:33][CH2:34][C:35]([CH3:41])([CH3:40])[CH2:36][C:37]([O-:39])=[O:38])[CH2:21][CH2:22][C:23]4[CH:28]=[CH:27][CH:26]=[CH:25][C:24]=4[C:29]([OH:32])([CH3:30])[CH3:31])[CH:17]=[CH:18][CH:19]=3)=[N:9]2)=[CH:4][CH:3]=1.[Na+:43] |f:1.2,4.5|. Reactants: ClC1=CC=C2C=CC(=NC2=C1)C=CC=1C=C(C=CC1)[C@@H](CCC1=C(C=CC=C1)C(C)(C)O)SCC(CC(=O)O)(C)C (4-((1(R)-(3-(2-(7-chloro-2-quinolinyl)-ethenyl)phenyl)-3-(2-(2-hydroxy-2propyl)-phenyl)propyl)thio)-3,3-dimethylbutanoic acid), [OH-].[Na+] (NaOH). Run in C(C)O (ethanol). Procedure: To a solution of the acid of Step 11 in ethanol was added 1.0 equiv of 1N NaOH. The solvent was evaporated and the remaining oil was dissolved in water and freeze-dried to yield the title compound. The product is ClC1=CC=C2C=CC(=NC2=C1)C=CC=1C=C(C=CC1)[C@@H](CCC1=C(C=CC=C1)C(C)(C)O)SCC(CC(=O)[O-])(C)C.[Na+] (Sodium 4-((1(R)-(3-(2-(7-chloro-2-quinolinyl)ethenyl)phenyl)-3-(2-(2-hydroxy-2-propyl)phenyl)propyl)thio)-3,3-dimethylbutanoate). Reactants: OCC=1C=C2C(=NC=NC2=C(C1)C(=O)N)NCC1=CC(=CC=C1)NC(C1=CC=C(C=C1)OC)=O (6-(hydroxymethyl)-4-({3-[(4-methoxybenzoyl)amino]benzyl}amino)quinazoline-8-carboxamide), CS(=O)(=O)Cl (methanesulfonyl chloride), CN (methyl amine). The solvent is COCCOC (1,2-dimethoxyethane). Reaction conditions: time 30 minute. Product: COC1=CC=C(C(=O)NC=2C=C(CNC3=NC=NC4=C(C=C(C=C34)CNC)C(=O)N)C=CC2)C=C1 (4-[3-(4-Methoxy-benzoylamino)-benzylamino]-6-methylaminomethyl-quinazoline-8-carboxylic acid amide). Reaction SMILES: O[CH2:2][C:3]1[CH:4]=[C:5]2[C:10](=[C:11]([C:13]([NH2:15])=[O:14])[CH:12]=1)[N:9]=[CH:8][N:7]=[C:6]2[NH:16][CH2:17][C:18]1[CH:23]=[CH:22][CH:21]=[C:20]([NH:24][C:25](=[O:34])[C:26]2[CH:31]=[CH:30][C:29]([O:32][CH3:33])=[CH:28][CH:27]=2)[CH:19]=1.CS(Cl)(=O)=O.[CH3:40][NH2:41]>COCCOC>[CH3:33][O:32][C:29]1[CH:30]=[CH:31][C:26]([C:25]([NH:24][C:20]2[CH:19]=[C:18]([CH:23]=[CH:22][CH:21]=2)[CH2:17][NH:16][C:6]2[C:5]3[C:10](=[C:11]([C:13]([NH2:15])=[O:14])[CH:12]=[C:3]([CH2:2][NH:41][CH3:40])[CH:4]=3)[N:9]=[CH:8][N:7]=2)=[O:34])=[CH:27][CH:28]=1. Procedure details: To a stirred solution of 6-(hydroxymethyl)-4-({3-[(4-methoxybenzoyl)amino]benzyl}amino)quinazoline-8-carboxamide (12.40 mg; 0.03 mmol; 1.00 eq.) in 1,2-dimethoxyethane (1.00 ml) added methanesulfonyl chloride (0.00 ml; 0.04 mmol; 1.50 eq.) (1.0M solution) at 0° C., stirred for 30 min, then added methyl amine (0.07 ml; 2.00 M; 0.14 mmol; 5.00 eq.) and the reaction mixture was stirred at RT overnight. Purified by HPLC to collect the desired product. MS (M+1) 471. Reactants: C(C1=CC=CC=C1)N1CCC(CC1)N1C=NC2=C1C=CC(=C2)F (1-(1-Benzyl-piperidin-4-yl)-5-fluoro-1-H-benzoimidazole), C(=O)[O-].[NH4+] (ammonium formate). Reagents/catalysts: [Pd] (palladium on carbon). Run in CO (MeOH). Product: N1CCC(CC1)N1C=NC2=C1C=CC(=C2)F (1-Piperidin-4-yl-5-fluoro-1-H-benzoimidazole). The yield is 109.4%. As a reaction SMILES: C([N:8]1[CH2:13][CH2:12][CH:11]([N:14]2[C:18]3[CH:19]=[CH:20][C:21]([F:23])=[CH:22][C:17]=3[N:16]=[CH:15]2)[CH2:10][CH2:9]1)C1C=CC=CC=1.C([O-])=O.[NH4+]>[Pd].CO>[NH:8]1[CH2:9][CH2:10][CH:11]([N:14]2[C:18]3[CH:19]=[CH:20][C:21]([F:23])=[CH:22][C:17]=3[N:16]=[CH:15]2)[CH2:12][CH2:13]1 |f:1.2|. Procedure: The title compound was prepared from 120 mg of 1-(1-benzyl-piperidin-4-yl)-5-fluoro-1-H-benzoimidazole (from Step B), 120 mg of 10% palladium on carbon and 120 mg ammonium formate in 5 mL of MeOH, using a procedure analogous to that described in Example 95, Step C to provide 93 mg of the title compound as a solid. Reactants: C1(=CC=CC=C1)C(C(=O)Cl)C1=CC=CC=C1 (diphenylacetyl chloride), NCCCN1CCC(CC1)C=1C=C(C=CC1)NC(C)=O (N-{3-[1-(3-aminopropyl)-4-piperidinyl ]phenyl}acetamide). Product: C(C)(=O)NC=1C=C(C=CC1)C1CCN(CC1)CCCNC(C(C1=CC=CC=C1)C1=CC=CC=C1)=O (N-(3-{4-[3-(acetylamino)phenyl]-1-piperidinyl}propyl)-2,2-diphenylacetamide). RXN SMILES: [C:1]1([CH:7]([C:11]2[CH:16]=[CH:15][CH:14]=[CH:13][CH:12]=2)[C:8](Cl)=[O:9])[CH:6]=[CH:5][CH:4]=[CH:3][CH:2]=1.[NH2:17][CH2:18][CH2:19][CH2:20][N:21]1[CH2:26][CH2:25][CH:24]([C:27]2[CH:28]=[C:29]([NH:33][C:34](=[O:36])[CH3:35])[CH:30]=[CH:31][CH:32]=2)[CH2:23][CH2:22]1>>[C:34]([NH:33][C:29]1[CH:28]=[C:27]([CH:24]2[CH2:25][CH2:26][N:21]([CH2:20][CH2:19][CH2:18][NH:17][C:8](=[O:9])[CH:7]([C:11]3[CH:16]=[CH:15][CH:14]=[CH:13][CH:12]=3)[C:1]3[CH:6]=[CH:5][CH:4]=[CH:3][CH:2]=3)[CH2:22][CH2:23]2)[CH:32]=[CH:31][CH:30]=1)(=[O:36])[CH3:35]. Procedure: Example 3 was prepared from diphenylacetyl chloride and N-{3-[1-(3-aminopropyl)-4-piperidinyl ]phenyl}acetamide according to the procedures described in Scheme 8: 1H NMR (400 MHz, CDCl3) δ 7.70 (s, 1H), 7.40 (s, 1H), 7.32–7.20 (m, 12H), 6.96 (t, 1H, J=4.8 Hz), 6.91 (d, 1H, J=7.6 Hz), 4.87 (s, 1H), 3.39 (dd, 2H, J=6.0, 12.4 Hz), 2.90 (d, 2H, J=11.6 Hz), 2.43 (m, 1H), 2.36 (t, 2H, J=6.4 Hz), 2.11 (s, 3H), 1.94 (m, 2H), 1.76 (d, 2H, J=12.4 Hz), 1.68 (t, 2H, J=6.8 Hz), 1.60 (dd, 2H, J=1.2, 8.4 Hz); ... The reactants are CO, CC(C)=O, COC(=O)c1ccc2c(c1)C(NC(=O)c1ccccc1Cl)CC2, [Li+], C1CCOC1, [OH-], O. Product: O=C(O)c1ccc2c(c1)C(NC(=O)c1ccccc1Cl)CC2. Reaction SMILES: [CH3:26][OH:27].[CH3:34][C:35](=[O:36])[CH3:37].[CH3:3][O:4][C:5](=[O:6])[c:7]1[cH:8][c:9]2[c:13]([cH:14][cH:15]1)[CH2:12][CH2:11][CH:10]2[NH:16][C:17]([c:18]1[c:19]([Cl:24])[cH:20][cH:21][cH:22][cH:23]1)=[O:25].[Li+:2].[O:28]1[CH2:29][CH2:30][CH2:31][CH2:32]1.[OH-:1].[OH2:33]>>[O:4]=[C:5]([OH:6])[c:7]1[cH:8][c:9]2[c:13]([cH:14][cH:15]1)[CH2:12][CH2:11][CH:10]2[NH:16][C:17]([c:18]1[c:19]([Cl:24])[cH:20][cH:21][cH:22][cH:23]1)=[O:25].